This data is from the Open Reaction Database (ORD), a public repository of structured organic reaction records. The task is: describe an organic reaction: reactants, conditions, products, and yield Starting materials: Cl (hydrochloric acid), ClC1=CC(=C(N)C=C1OC1=C(C=CC=C1)O)F (4-chloro-2-fluoro-5-(2-hydroxyphenoxy)aniline), ClC(=O)OC (methyl chloroformate), CN(C1=CC=CC=C1)C (N,N-dimethylaniline). Solvent: O1CCCC1 (tetrahydrofuran). Yields the product ClC1=C(OC2=C(C=CC=C2)O)C=C(C(=C1)F)NC(=O)OC (2-(2-chloro-4-fluoro-5-methoxycarbonylaminophenoxy)phenol). RXN SMILES: [Cl:1][C:2]1[C:8]([O:9][C:10]2[CH:15]=[CH:14][CH:13]=[CH:12][C:11]=2[OH:16])=[CH:7][C:5]([NH2:6])=[C:4]([F:17])[CH:3]=1.Cl[C:19]([O:21][CH3:22])=[O:20].CN(C)C1C=CC=CC=1.Cl>O1CCCC1>[Cl:1][C:2]1[CH:3]=[C:4]([F:17])[C:5]([NH:6][C:19]([O:21][CH3:22])=[O:20])=[CH:7][C:8]=1[O:9][C:10]1[CH:15]=[CH:14][CH:13]=[CH:12][C:11]=1[OH:16]. Reported procedure: Into a mixture of 4-chloro-2-fluoro-5-(2-hydroxyphenoxy)aniline [Intermediate Compound A3-4], methyl chloroformate and tetrahydrofuran is added dropwise N,N-dimethylaniline, and the mixture is stirred at room temperature. Dilute hydrochloric acid is added to the reaction solution, and this is extracted with ethyl acetate. The organic layer is washed with saturated saline, dried over anhydrous magnesium sulfate, and concentrated to obtain 2-(2-chloro-4-fluoro-5-methoxycarbonylaminophenoxy)phenol ... Reactants: ClCCl, C1CCOC1, CC#N, C(=NC1CCCCC1)=NC1CCCCC1, O, O=C(O)c1c(O)c(-c2ccccc2)nc2ccccc12, On1nnc2ccccc21, CCC(N)c1ccccc1. Yields the product CCC(NC(=O)c1c(O)c(-c2ccccc2)nc2ccccc12)c1ccccc1. Reaction SMILES: [CH2:56]([Cl:57])[Cl:58].[CH2:60]1[O:61][CH2:62][CH2:63][CH2:64]1.[CH3:65][C:66]#[N:67].[CH:41]1([N:42]=[C:43]=[N:44][CH:45]2[CH2:46][CH2:47][CH2:48][CH2:49][CH2:50]2)[CH2:51][CH2:52][CH2:53][CH2:54][CH2:55]1.[OH2:59].[OH:1][c:2]1[c:3](-[c:15]2[cH:16][cH:17][cH:18][cH:19][cH:20]2)[n:4][c:5]2[cH:6][cH:7][cH:8][cH:9][c:10]2[c:11]1[C:12](=[O:13])[OH:14].[OH:21][n:22]1[c:23]2[cH:24][cH:25][cH:26][cH:27][c:28]2[n:29][n:30]1.[c:31]1([CH:37]([CH2:38][CH3:39])[NH2:40])[cH:32][cH:33][cH:34][cH:35][cH:36]1>>[OH:1][c:2]1[c:3](-[c:15]2[cH:16][cH:17][cH:18][cH:19][cH:20]2)[n:4][c:5]2[cH:6][cH:7][cH:8][cH:9][c:10]2[c:11]1[C:12](=[O:13])[NH:40][CH:37]([c:31]1[cH:32][cH:33][cH:34][cH:35][cH:36]1)[CH2:38][CH3:39]. The yield is 64.0%. Reactants: CN(/C=C/C1=C(C#N)C=CC(=C1)[N+](=O)[O-])C ((E)-2-(2-(Dimethylamino)vinyl)-4-nitrobenzonitrile), O(C)C1=C(CN)C=CC(=C1)OC (2,4-dimethoxylbenzylamine). As a reaction SMILES: C[N:2]([CH3:16])/[CH:3]=[CH:4]/[C:5]1[CH:12]=[C:11]([N+:13]([O-:15])=[O:14])[CH:10]=[CH:9][C:6]=1[C:7]#[N:8].[O:17]([C:19]1[CH:26]=[C:25]([O:27][CH3:28])[CH:24]=[CH:23][C:20]=1CN)[CH3:18]>CN1C(=O)N(C)CCC1>[CH3:18][O:17][C:19]1[CH:26]=[C:25]([O:27][CH3:28])[CH:24]=[CH:23][C:20]=1[CH2:16][N:2]1[CH:3]=[CH:4][C:5]2[C:6](=[CH:9][CH:10]=[C:11]([N+:13]([O-:15])=[O:14])[CH:12]=2)[C:7]1=[NH:8]. The solvent is CN1CCCN(C1=O)C (DMPU). Procedure details: Intermediate 1A (4.6 g, 21.2 mmol) and 2,4-dimethoxylbenzylamine (4.0 mL, 1.25 eq) in DMPU (10 mL) was heated at 140° C. for 3 h. The solvent was removed by vacuum distillation and residue treated with hexanes/EtOAc (1:1). The solid was collected by filtration and washed with hexane to give Intermediate 1B (4.6 g, 64%). 1H NMR (400 MHz, DMSO-d6) δ 3.72 (s, 3H), 3.81 (s, 3H), 4.96 (s, 1H), 6.28 (d, J=6.6 Hz, 1H), 6.46 (d, J=7.5 Hz, 1H), 6.58 (d, J=1.8 Hz, 1H), 7.03 (d, J=8.8 Hz, 1H), 7.27 (d, J=6... Product: COC1=C(CN2C(C3=CC=C(C=C3C=C2)[N+](=O)[O-])=N)C=CC(=C1)OC (2-(2,4-Dimethoxybenzyl)-6-nitroisoquinolin-1(2H)-imine). The reactants are C(#CC(=O)OCC)C(=O)OCC (diethyl acetylenedicarboxylate), ClCCCC1(CCOCC1)C#N (4-(3-chloropropyl)-tetrahydro-2H-pyran-4-carbonitrile), [Na+].[I-] (NaI), EtOAc Hexanes, NO (hydroxylamine). Run in CCOC(=O)C (EtOAc). Run at time 1 hour. The product is C(C)OC(CC1(N=C2N(CCCC23CCOCC3)O1)C(=O)OCC)=O (Ethyl 2-(2-ethoxy-2-oxoethyl)-2,2′,3′,5,5′,6,6′,7-octahydrospiro[[1,2,4]oxadiazolo[2,3-a]pyridine-8,4′-pyran]-2-carboxylate). Yield: 18.1%. Reaction SMILES: Cl[CH2:2][CH2:3][CH2:4][C:5]1([C:11]#[N:12])[CH2:10][CH2:9][O:8][CH2:7][CH2:6]1.[Na+].[I-].[NH2:15][OH:16].[C:17]([C:24]([O:26][CH2:27][CH3:28])=[O:25])#[C:18][C:19]([O:21][CH2:22][CH3:23])=[O:20]>CCOC(C)=O>[CH2:22]([O:21][C:19](=[O:20])[CH2:18][C:17]1([C:24]([O:26][CH2:27][CH3:28])=[O:25])[O:16][N:15]2[CH2:2][CH2:3][CH2:4][C:5]3([CH2:10][CH2:9][O:8][CH2:7][CH2:6]3)[C:11]2=[N:12]1)[CH3:23] |f:1.2|. Reported procedure: A mixture of 4-(3-chloropropyl)-tetrahydro-2H-pyran-4-carbonitrile (1.83 g, 9.75 mmol) and NaI (3.0 g, 20 mmol) was stirred at ambient temperature for 1 h. To this reaction mixture was added 50% aqueous hydroxylamine (1 mL, 10.87 mmol) and stirred for three-days at ambient temperature. To this was added diethyl acetylenedicarboxylate (1.6 mL, 10 mmol) and stirred for 1 h. Then, the reaction mixture was diluted with EtOAc (100 mL) washed with water (50 mL), brine (10 mL), dried (Na2SO4), filtered...